This data is from the Open Reaction Database (ORD), a public repository of structured organic reaction records. The task is: describe an organic reaction: reactants, conditions, products, and yield Starting materials: CS(=O)(=O)CCCN1CCNCC1, CCOc1cc(S(C)(=O)=O)ccc1C1=NC(C)(c2ccc(Cl)cc2)C(C)(c2ccc(Cl)cc2)N1C(=O)Cl, Cl, Cl. Yields the product CCOc1cc(S(C)(=O)=O)ccc1C1=NC(C)(c2ccc(Cl)cc2)C(C)(c2ccc(Cl)cc2)N1C(=O)N1CCN(CCCS(C)(=O)=O)CC1. As a reaction SMILES: [CH3:40][S:41](=[O:42])(=[O:43])[CH2:44][CH2:45][CH2:46][N:47]1[CH2:48][CH2:49][NH:50][CH2:51][CH2:52]1.[Cl:1][c:2]1[cH:3][cH:4][c:5]([C:8]2([CH3:37])[N:9]=[C:10]([c:24]3[c:25]([O:34][CH2:35][CH3:36])[cH:26][c:27]([S:30](=[O:31])(=[O:32])[CH3:33])[cH:28][cH:29]3)[N:11]([C:21](=[O:22])[Cl:23])[C:12]2([CH3:13])[c:14]2[cH:15][cH:16][c:17]([Cl:20])[cH:18][cH:19]2)[cH:6][cH:7]1.[ClH:38].[ClH:39]>>[Cl:1][c:2]1[cH:3][cH:4][c:5]([C:8]2([CH3:37])[N:9]=[C:10]([c:24]3[c:25]([O:34][CH2:35][CH3:36])[cH:26][c:27]([S:30](=[O:31])(=[O:32])[CH3:33])[cH:28][cH:29]3)[N:11]([C:21](=[O:22])[N:50]3[CH2:49][CH2:48][N:47]([CH2:46][CH2:45][CH2:44][S:41]([CH3:40])(=[O:42])=[O:43])[CH2:52][CH2:51]3)[C:12]2([CH3:13])[c:14]2[cH:15][cH:16][c:17]([Cl:20])[cH:18][cH:19]2)[cH:6][cH:7]1.